From a dataset of the Open Reaction Database (ORD), a public repository of structured organic reaction records. describe an organic reaction: reactants, conditions, products, and yield Reactants: CC(=O)[O-], CC(=O)[O-], COc1cccc(CO)c1, CCCCCCC, ClCCl, CCOC(=O)C=[N+]=[N-], [Rh+2]. The product is CCOC(=O)COCc1cccc(OC)c1. As a reaction SMILES: [C:29]([O-:30])(=[O:31])[CH3:32].[C:34]([O-:35])(=[O:36])[CH3:37].[CH3:1][O:2][c:3]1[cH:4][c:5]([CH2:6][OH:7])[cH:8][cH:9][cH:10]1.[CH3:22][CH2:23][CH2:24][CH2:25][CH2:26][CH2:27][CH3:28].[Cl:19][CH2:20][Cl:21].[N+:11](=[N-:12])=[CH:13][C:14](=[O:15])[O:16][CH2:17][CH3:18].[Rh+2:33]>>[CH3:1][O:2][c:3]1[cH:4][c:5]([CH2:6][O:7][CH2:13][C:14](=[O:15])[O:16][CH2:17][CH3:18])[cH:8][cH:9][cH:10]1.